This data is from the Open Reaction Database (ORD), a public repository of structured organic reaction records. The task is: describe an organic reaction: reactants, conditions, products, and yield The reactants are NCC(CO)(C)C (3-amino-2,2-dimethylpropan-1-ol), Cl.CN(CCCN=C=NCC)C (1-(3-Dimethylaminopropyl)-3-ethylcarbodiimide hydrochloride), O.ON1N=NC2=C1C=CC=C2 (1-hydroxybenzotriazole hydrate), ClC=1C=C2C=C(N(C2=CC1)CC1=CC(=CC=C1)C)C(=O)O (5-chloro-1-(3-methylbenzyl)-1H-indole-2-carboxylic acid). Solvent: C(Cl)Cl (DCM), O (water). Reaction conditions: time 10 minute. Yields the product OCC(CNC(=O)C=1N(C2=CC=C(C=C2C1)Cl)CC1=CC(=CC=C1)C)(C)C (5-chloro-1-(3-methylbenzyl)-1H-indole-2-carboxylic acid (3-hydroxy-2,2-dimethylpropyl)amide). Yield: 38.8%. RXN SMILES: Cl.CN(C)CCCN=C=NCC.O.ON1C2C=CC=CC=2N=N1.[Cl:24][C:25]1[CH:26]=[C:27]2[C:31](=[CH:32][CH:33]=1)[N:30]([CH2:34][C:35]1[CH:40]=[CH:39][CH:38]=[C:37]([CH3:41])[CH:36]=1)[C:29]([C:42](O)=[O:43])=[CH:28]2.[NH2:45][CH2:46][C:47]([CH3:51])([CH3:50])[CH2:48][OH:49]>C(Cl)Cl.O>[OH:49][CH2:48][C:47]([CH3:51])([CH3:50])[CH2:46][NH:45][C:42]([C:29]1[N:30]([CH2:34][C:35]2[CH:40]=[CH:39][CH:38]=[C:37]([CH3:41])[CH:36]=2)[C:31]2[C:27]([CH:28]=1)=[CH:26][C:25]([Cl:24])=[CH:33][CH:32]=2)=[O:43] |f:0.1,2.3|. Procedure: 1-(3-Dimethylaminopropyl)-3-ethylcarbodiimide hydrochloride (EDCl) (0.14 g, 0.57 mmol) and 1-hydroxybenzotriazole hydrate (HOBT) (0.1 μg, 0.59 mmol) were added to a solution of 5-chloro-1-(3-methylbenzyl)-1H-indole-2-carboxylic acid (0.20 g, 0.67 mmol) in DCM (10 ml). After stirring for 10 min, 3-amino-2,2-dimethylpropan-1-ol (0.083 g, 0.80 mmol) was added. After stirring for 17.5 h, water (10 ml) was added, the layers separated, the organic phase washed with water (3×15 ml) and dried with magne... Reactants: ClC1=CC=C(C=C1)SC1=C2N(C=3C=C(C=C(C13)C(C)O)F)CCC2CC(=O)O ((+/−)-[9-[(4-chlorophenyl)sulfanyl]-6-fluoro-8-(1-hydroxy-ethyl)-2,3-dihydro-1H-pyrrolo[1,2-a]indol-1-yl]acetic acid), FC(C(=O)O)(F)F (trifluoroacetic acid), C(C)[SiH](CC)CC (triethylsilane). Run in C(Cl)Cl (CH2Cl2). Reaction conditions: time 1 hour. Yields the product ClC1=CC=C(C=C1)SC1=C2N(C=3C=C(C=C(C13)CC)F)CCC2CC(=O)O ((+/−)-{9-[(4-chlorophenyl)thio]-8-ethyl-6-fluoro-2,3-dihydro-1H-pyrrolo[1,2-a]indol-1-yl}acetic acid). Yield: 85.6%. RXN SMILES: [Cl:1][C:2]1[CH:7]=[CH:6][C:5]([S:8][C:9]2[C:17]3[C:16]([CH:18](O)[CH3:19])=[CH:15][C:14]([F:21])=[CH:13][C:12]=3[N:11]3[CH2:22][CH2:23][CH:24]([CH2:25][C:26]([OH:28])=[O:27])[C:10]=23)=[CH:4][CH:3]=1.FC(F)(F)C(O)=O.C([SiH](CC)CC)C>C(Cl)Cl>[Cl:1][C:2]1[CH:7]=[CH:6][C:5]([S:8][C:9]2[C:17]3[C:16]([CH2:18][CH3:19])=[CH:15][C:14]([F:21])=[CH:13][C:12]=3[N:11]3[CH2:22][CH2:23][CH:24]([CH2:25][C:26]([OH:28])=[O:27])[C:10]=23)=[CH:4][CH:3]=1. Reported procedure: To a solution of (+/−)-methyl [9-[(4-chlorophenyl)thio]-6-fluoro-8-(1-hydroxyethyl)-2,3-dihydro-1H-pytrolo[1,2-a]indol-1-yl]acetate (see Example 14, 85 mg) in CH2Cl2 were added trifluoroacetic acid (0.5 mL) and triethylsilane (0.2 mL). The mixture was stirred for 1 hour at r.t. and solvent was removed. The residue was purified by silica gel chromatography eluted with 30% EtOAc/hexane to give 70 mg of the title compound as a white foam which has hydrolyzed following the procedures described in St...